Dataset: the Open Reaction Database (ORD), a public repository of structured organic reaction records. Task: describe an organic reaction: reactants, conditions, products, and yield Reactants: BrC1=CC(=C(C=C1)C(C#N)CC1=CC=C(C=C1)OCCOC1=C(C=C(C=C1Cl)C)Cl)F (2-(4-bromo-2-fluorophenyl)-3-{4-[2-(2,6-dichloro-4-methylphenoxy)ethoxy]-phenyl}propanenitrile), ClC1=C(C=CC=C1)B(O)O (2-chlorophenylboronic acid), C(=O)([O-])[O-].[Na+].[Na+] (Na2CO3). The product is ClC1=C(C=CC=C1)C1=CC=C(C=C1)C(C#N)CC1=CC=C(C=C1)OCCOC1=C(C=C(C=C1Cl)C)Cl (2-(2′-chlorobiphenyl-4-yl)-3-{4-[2-(2,6-dichloro-4-methylphenoxy)ethoxy ]phenyl}propanenitrile). Run at temperature 80 celsius, time 12 hour. Procedure details: To a solution 2-(4-bromo-2-fluorophenyl)-3-{4-[2-(2,6-dichloro-4-methylphenoxy)ethoxy]phenyl}propanenitrile (1 eq.) from step 1 and 2-chlorophenylboronic acid (2 eq.) in tert-butanol (0.16M) at room temperature was added palladium acetate/triphenyl phosphine (1:3; 0.05 eq.) and aqueous Na2CO3 (2M; 4 eq.). The mixture was stirred at 80° C. for 12 h, cooled to room temperature, poured in water and extracted with EtOAc. The organic extract was washed with brine, dried over MgSO4 filtered and concen... Reaction SMILES: Br[C:2]1[CH:7]=[CH:6][C:5]([CH:8]([CH2:11][C:12]2[CH:17]=[CH:16][C:15]([O:18][CH2:19][CH2:20][O:21][C:22]3[C:27]([Cl:28])=[CH:26][C:25]([CH3:29])=[CH:24][C:23]=3[Cl:30])=[CH:14][CH:13]=2)[C:9]#[N:10])=[C:4](F)[CH:3]=1.[Cl:32][C:33]1[CH:38]=[CH:37][CH:36]=[CH:35][C:34]=1B(O)O.C([O-])([O-])=O.[Na+].[Na+]>C(O)(C)(C)C.O.C([O-])(=O)C.[Pd+2].C([O-])(=O)C.C1(P(C2C=CC=CC=2)C2C=CC=CC=2)C=CC=CC=1>[Cl:32][C:33]1[CH:38]=[CH:37][CH:36]=[CH:35][C:34]=1[C:2]1[CH:3]=[CH:4][C:5]([CH:8]([CH2:11][C:12]2[CH:13]=[CH:14][C:15]([O:18][CH2:19][CH2:20][O:21][C:22]3[C:23]([Cl:30])=[CH:24][C:25]([CH3:29])=[CH:26][C:27]=3[Cl:28])=[CH:16][CH:17]=2)[C:9]#[N:10])=[CH:6][CH:7]=1 |f:2.3.4,7.8.9.10|. The reagents and catalysts are C(C)(=O)[O-].[Pd+2].C(C)(=O)[O-].C1(=CC=CC=C1)P(C1=CC=CC=C1)C1=CC=CC=C1 (palladium acetate triphenyl phosphine). The solvent is O (water), C(C)(C)(C)O (tert-butanol). The reactants are C(C)C1N(C2=C(C=3C=CC=CC13)SC(=C2)C=O)S(=O)(=O)C2=CC=C(C=C2)OC (5-ethyl-4-[(4-methoxyphenyl)sulfonyl]-4,5-dihydrothieno[3,2-c]isoquinoline-2-carbaldehyde), CCCCC (pentane), C(C)(C)(C)[Li] (t-butyllithium). Reagents/catalysts: [Br-].C[P+](C1=CC=CC=C1)(C1=CC=CC=C1)C1=CC=CC=C1 (methyltriphenylphosphonium bromide). The solvent is O1CCCC1 (tetrahydrofuran), O1CCCC1 (tetrahydrofuran). Run at temperature 23 celsius, time 15 minute. The product is C(C)C1N(C2=C(C=3C=CC=CC13)SC(=C2)C=C)S(=O)(=O)C2=CC=C(C=C2)OC (5-Ethyl-4-[(4-methoxyphenyl)sulfonyl]-2-vinyl-4,5-dihydrothieno[3,2-c]isoquinoline). Isolated yield 90.0%. RXN SMILES: [CH3:1]CCCC.C([Li])(C)(C)C.[CH2:11]([CH:13]1[C:22]2[CH:21]=[CH:20][CH:19]=[CH:18][C:17]=2[C:16]2[S:23][C:24]([CH:26]=O)=[CH:25][C:15]=2[N:14]1[S:28]([C:31]1[CH:36]=[CH:35][C:34]([O:37][CH3:38])=[CH:33][CH:32]=1)(=[O:30])=[O:29])[CH3:12]>[Br-].C[P+](C1C=CC=CC=1)(C1C=CC=CC=1)C1C=CC=CC=1.O1CCCC1>[CH2:11]([CH:13]1[C:22]2[CH:21]=[CH:20][CH:19]=[CH:18][C:17]=2[C:16]2[S:23][C:24]([CH:26]=[CH2:1])=[CH:25][C:15]=2[N:14]1[S:28]([C:31]1[CH:32]=[CH:33][C:34]([O:37][CH3:38])=[CH:35][CH:36]=1)(=[O:29])=[O:30])[CH3:12] |f:3.4|. Reported procedure: A suspension of methyltriphenylphosphonium bromide (2.30 g, 6.44 mmol) in dry tetrahydrofuran (16 mL) was treated dropwise with a pentane solution of t-butyllithium (1.0 M, 3.9 mL, 3.9 mmol) at 0° C. during several min. After the addition was complete, the suspension was warmed to 23° C. and after a further 10 min, a solution of 5-ethyl-4-[(4-methoxyphenyl)sulfonyl]-4,5-dihydrothieno[3,2-c]isoquinoline-2-carbaldehyde (1.33 g, 3.22 mmol) in dry tetrahydrofuran (16 mL+8 mL wash) was added. After a... Starting materials: 11-ethyl-3-hydroxy-5-methyl-3-(3,4,5-trimethoxybenzyl)indolin-2-one, C(CCC)N1C(C(C2=CC(=CC=C12)Cl)(O)CC1=CC(=CC(=C1)OC)OC)=O (1-butyl-5-chloro-3-(3,5-dimethoxybenzyl)-3-hydroxyindolin-2-one), COC=1C=C(CCl)C=CC1 (3-methoxy benzyl chloride). The product is C(CCC)N1C(C(C2=CC(=CC=C12)Cl)(CC1=CC(=CC=C1)OC)O)=O (1-butyl-5-chloro-3-hydroxy-3-(3-methoxybenzyl)indolin-2-one). As a reaction SMILES: [CH2:1]([N:5]1[C:13]2[C:8](=[CH:9][C:10]([Cl:14])=[CH:11][CH:12]=2)[C:7]([CH2:16][C:17]2[CH:22]=[C:21](OC)[CH:20]=[C:19]([O:25][CH3:26])[CH:18]=2)([OH:15])[C:6]1=[O:27])[CH2:2][CH2:3][CH3:4].COC1C=C(C=CC=1)CCl>>[CH2:1]([N:5]1[C:13]2[C:8](=[CH:9][C:10]([Cl:14])=[CH:11][CH:12]=2)[C:7]([OH:15])([CH2:16][C:17]2[CH:22]=[CH:21][CH:20]=[C:19]([O:25][CH3:26])[CH:18]=2)[C:6]1=[O:27])[CH2:2][CH2:3][CH3:4]. Procedure: This compound was made in an analogous fashion to 11-ethyl-3-hydroxy-5-methyl-3-(3,4,5-trimethoxybenzyl)indolin-2-one using 1-butyl-5-chloro-3-(3,5-dimethoxybenzyl)-3-hydroxyindolin-2-one and 3-methoxy benzyl chloride (purchased from Fisher Scientific). 1H NMR δ 7.31 (s, 1H), 7.24 (d, 1H), 7.02 (t, 1H), 6.69 (d, 1H), 6.59 (d, 1H), 6.52 (d, 1H), 6.43 (s, 1H), 3.64 (m, 4H), 3.30 (m, 2H), 3.20 (d, 1H), 1.6 (bs, OH), 1.30 (m, 2H), 1.11 (m, 2H), 0.84 (t, 3H). Calculated mass for C20H22ClNO3, 359.13. ... The reactants are [N+](=[N-])=C1C(NC2=CC=C(C=C12)Cl)=O (3-diazo-5-chloro-oxindole), C(C#C)(=O)OCC (ethyl propiolate). Solvent: C=1(C(=CC=CC1)C)C (xylene). Product: ClC1=CC=2C=3N(C(NC2C=C1)=O)N=C(C3)C(=O)OCC (9-chloro-5,6-dihydro-5-oxopyrazolo[1,5-c]quinazoline-2-carboxylic acid, ethyl ester). Yield: 88.0%. Reaction SMILES: [N+:1](=[C:3]1[C:11]2[C:6](=[CH:7][CH:8]=[C:9]([Cl:12])[CH:10]=2)[NH:5][C:4]1=[O:13])=[N-:2].[C:14]([O:18][CH2:19][CH3:20])(=[O:17])[C:15]#[CH:16]>C1(C)C(C)=CC=CC=1>[Cl:12][C:9]1[CH:8]=[CH:7][C:6]2[NH:5][C:4](=[O:13])[N:1]3[N:2]=[C:15]([C:14]([O:18][CH2:19][CH3:20])=[O:17])[CH:16]=[C:3]3[C:11]=2[CH:10]=1. Procedure: Seven and one-half g (0.039 mole) of 3-diazo-5-chloro-oxindole and 8.4 g (0.086 mole) of ethyl propiolate are dissolved in 400 ml of xylene and heated to reflux (under nitrogen) for 1.5 hours, during which time a copious amount of solid forms. The reaction mixture is cooled to room temperature, filtered, washed with ether and dried to give 10 g (88% yield) of TLC pure material. This is crystallized from chloroform/methanol (4:1) and then from methanol to give 8.1 g of analytically pure compound. The product is Cc1ccc(S(=O)(=O)O)cc1, CC(C)OC(=O)CC=CCCO. The reactants are Cl, [Na+], [Na+], O=C([O-])[O-], Cc1ccc(S(=O)(=O)[O-])cc1, CC(C)OC(=O)CC=CCCO, c1ccncc1. RXN SMILES: [ClH:13].[Na+:14].[Na+:15].[O-:16][C:17](=[O:18])[O-:19].[O-:20][S:21](=[O:22])(=[O:23])[c:24]1[cH:25][cH:26][c:27]([CH3:28])[cH:29][cH:30]1.[OH:1][CH2:2][CH2:3][CH:4]=[CH:5][CH2:6][C:7](=[O:8])[O:9][CH:10]([CH3:11])[CH3:12].[cH:31]1[cH:32][cH:33][n:34][cH:35][cH:36]1>>[O:20]=[S:21](=[O:22])([OH:23])[c:24]1[cH:25][cH:26][c:27]([CH3:28])[cH:29][cH:30]1.[OH:1][CH2:2][CH2:3][CH:4]=[CH:5][CH2:6][C:7](=[O:8])[O:9][CH:10]([CH3:11])[CH3:12]. Starting materials: CCOc1cc(C(C)(C)C)ncc1C1=NC(C)(c2ccc(Cl)cc2)C(C)(c2ccc(Cl)cc2)N1C(=O)N1CCC(CC(=O)O)CC1, CC(C)c1cccc(N)c1. Product: CCOc1cc(C(C)(C)C)ncc1C1=NC(C)(c2ccc(Cl)cc2)C(C)(c2ccc(Cl)cc2)N1C(=O)N1CCC(CC(=O)Nc2cccc(C(C)C)c2)CC1. Reaction SMILES: [C:1]([CH3:2])([CH3:3])([CH3:4])[c:5]1[cH:6][c:7]([O:44][CH2:45][CH3:46])[c:8]([C:11]2=[N:15][C:14]([CH3:16])([c:17]3[cH:18][cH:19][c:20]([Cl:23])[cH:21][cH:22]3)[C:13]([CH3:24])([c:25]3[cH:26][cH:27][c:28]([Cl:31])[cH:29][cH:30]3)[N:12]2[C:32](=[O:33])[N:34]2[CH2:35][CH2:36][CH:37]([CH2:40][C:41](=[O:42])[OH:43])[CH2:38][CH2:39]2)[cH:9][n:10]1.[CH:47]([CH3:48])([CH3:49])[c:50]1[cH:51][c:52]([NH2:53])[cH:54][cH:55][cH:56]1>>[C:1]([CH3:2])([CH3:3])([CH3:4])[c:5]1[cH:6][c:7]([O:44][CH2:45][CH3:46])[c:8]([C:11]2=[N:15][C:14]([CH3:16])([c:17]3[cH:18][cH:19][c:20]([Cl:23])[cH:21][cH:22]3)[C:13]([CH3:24])([c:25]3[cH:26][cH:27][c:28]([Cl:31])[cH:29][cH:30]3)[N:12]2[C:32](=[O:33])[N:34]2[CH2:35][CH2:36][CH:37]([CH2:40][C:41](=[O:42])[NH:53][c:52]3[cH:51][c:50]([CH:47]([CH3:48])[CH3:49])[cH:56][cH:55][cH:54]3)[CH2:38][CH2:39]2)[cH:9][n:10]1. The solvent is CC(=O)C (acetone). Reaction conditions: time 18 hour. Isolated yield 54.0%. Starting materials: C(=O)(OC)NC(NC=1C=C(C(=O)C2=CC=CC=C2)C=CC1N)=S (3-(3-carbomethoxythioureido)-4-aminobenzophenone), C(C)(=O)N=C=S (acetyl isothiocyanate). Product: C(=O)(OC)NC(NC=1C=C(C(=O)C2=CC=CC=C2)C=CC1NC(=S)NC(C)=O)=S (3-(3-carbomethoxythioureido)-4-(3-acetylthioureido)benzophenone). Reported procedure: To a suspension of 3-(3-carbomethoxythioureido)-4-aminobenzophenone (1.2 g.; 0.0036 mole) in acetone (15 ml.) is added acetyl isothiocyanate (0.37 g.; 0.0036 mole). The reaction mixture is heated to reflux and then allowed to stand at room temperature for 18 hours. The product is collected by filtration, washed successively to afford 0.85 g. (54% yield) of 3-(3-carbomethoxythioureido)-4-(3-acetylthioureido)benzophenone, m.p. 210° C., dec. Reaction SMILES: [C:1]([NH:5][C:6](=[S:23])[NH:7][C:8]1[CH:9]=[C:10]([CH:19]=[CH:20][C:21]=1[NH2:22])[C:11]([C:13]1[CH:18]=[CH:17][CH:16]=[CH:15][CH:14]=1)=[O:12])([O:3][CH3:4])=[O:2].[C:24]([N:27]=[C:28]=[S:29])(=[O:26])[CH3:25]>CC(C)=O>[C:1]([NH:5][C:6](=[S:23])[NH:7][C:8]1[CH:9]=[C:10]([CH:19]=[CH:20][C:21]=1[NH:22][C:28]([NH:27][C:24](=[O:26])[CH3:25])=[S:29])[C:11]([C:13]1[CH:18]=[CH:17][CH:16]=[CH:15][CH:14]=1)=[O:12])([O:3][CH3:4])=[O:2].